Dataset: the Open Reaction Database (ORD), a public repository of structured organic reaction records. Task: describe an organic reaction: reactants, conditions, products, and yield Reactants: CC(C)(C)N=C=O, [H-], CSc1ncc2cc(-c3c(Cl)ccc(NC(=O)c4cccc(C(F)(F)F)c4)c3Cl)c(N)nc2n1, [Na+], CN(C)C=O, O. Product: CSc1ncc2cc(-c3c(Cl)ccc(NC(=O)c4cccc(C(F)(F)F)c4)c3Cl)c(NC(=O)NC(C)(C)C)nc2n1. As a reaction SMILES: [C:37]([CH3:38])([CH3:39])([CH3:40])[N:41]=[C:42]=[O:43].[H-:36].[NH2:1][c:2]1[c:3](-[c:14]2[c:15]([Cl:34])[c:16]([NH:21][C:22]([c:23]3[cH:24][c:25]([C:29]([F:30])([F:31])[F:32])[cH:26][cH:27][cH:28]3)=[O:33])[cH:17][cH:18][c:19]2[Cl:20])[cH:4][c:5]2[c:6]([n:7][c:8]([S:11][CH3:12])[n:9][cH:10]2)[n:13]1.[Na+:35].[O:45]=[CH:46][N:47]([CH3:48])[CH3:49].[OH2:44]>>[NH:1]([c:2]1[c:3](-[c:14]2[c:15]([Cl:34])[c:16]([NH:21][C:22]([c:23]3[cH:24][c:25]([C:29]([F:30])([F:31])[F:32])[cH:26][cH:27][cH:28]3)=[O:33])[cH:17][cH:18][c:19]2[Cl:20])[cH:4][c:5]2[c:6]([n:7][c:8]([S:11][CH3:12])[n:9][cH:10]2)[n:13]1)[C:42]([NH:41][C:37]([CH3:38])([CH3:39])[CH3:40])=[O:43]. Reactants: COc1cc(C=O)cc(OC)c1OC, CO, COC(=O)CN=[N+]=[N-], [Na]. The product is COC(=O)C(=Cc1cc(OC)c(OC)c(OC)c1)N=[N+]=[N-]. As a reaction SMILES: [CH3:1][O:2][c:3]1[cH:4][c:5]([CH:6]=[O:7])[cH:8][c:9]([O:13][CH3:14])[c:10]1[O:11][CH3:12].[CH3:24][OH:25].[N:15](=[N+:16]=[N-:17])[CH2:18][C:19](=[O:20])[O:21][CH3:22].[Na:23]>>[CH3:1][O:2][c:3]1[cH:4][c:5]([CH:6]=[C:18]([N:15]=[N+:16]=[N-:17])[C:19](=[O:20])[O:21][CH3:22])[cH:8][c:9]([O:13][CH3:14])[c:10]1[O:11][CH3:12]. Starting materials: O (Water), IC1=CC=C(C(=N1)OCC1=CC=C(C=C1)OC)OC (6-Iodo-3-methoxy-2-[(4-methoxybenzyl)oxy]pyridine), C(C)(C)(C)C1=CC=C(C=C1)\C(=C/[C@H]1CCC(N1CC1=C(C=C(C=C1)OC)OC)=O)\[Sn](CCCC)(CCCC)CCCC ((5R)-5-[(E)-2-(4-tert-butylphenyl)-2-(tributylstannyl)ethenyl]-1-(2,4-dimethoxybenzyl)pyrrolidin-2-one), Example 4-26, Example 4-33, [F-].[Cs+] (cesium fluoride). Reagents/catalysts: [Cu](I)I (copper iodide), C=1C=CC(=CC1)[P](C=2C=CC=CC2)(C=3C=CC=CC3)[Pd]([P](C=4C=CC=CC4)(C=5C=CC=CC5)C=6C=CC=CC6)([P](C=7C=CC=CC7)(C=8C=CC=CC8)C=9C=CC=CC9)[P](C=1C=CC=CC1)(C=1C=CC=CC1)C=1C=CC=CC1 (tetrakis(triphenylphosphine)palladium(0)). Solvent: C(C)(=O)OCC (ethyl acetate), CN(C=O)C (N,N-dimethylformamide). Conditions: temperature 65 celsius, time 1.5 hour. Product: C(C)(C)(C)C1=CC=C(C=C1)\C(=C/[C@H]1CCC(N1CC1=C(C=C(C=C1)OC)OC)=O)\C1=NC(=C(C=C1)OC)OCC1=CC=C(C=C1)OC ((5R)-5-[(E)-2-(4-tert-butylphenyl)-2-{5-methoxy-6-[(4-methoxybenzyl)oxy]-pyridin-2-yl}ethenyl]-1-(2,4-dimethoxybenzyl)pyrrolidin-2-one). As a reaction SMILES: I[C:2]1[N:7]=[C:6]([O:8][CH2:9][C:10]2[CH:15]=[CH:14][C:13]([O:16][CH3:17])=[CH:12][CH:11]=2)[C:5]([O:18][CH3:19])=[CH:4][CH:3]=1.[F-].[Cs+].[C:22]([C:26]1[CH:31]=[CH:30][C:29](/[C:32](/[Sn](CCCC)(CCCC)CCCC)=[CH:33]\[C@@H:34]2[N:38]([CH2:39][C:40]3[CH:45]=[CH:44][C:43]([O:46][CH3:47])=[CH:42][C:41]=3[O:48][CH3:49])[C:37](=[O:50])[CH2:36][CH2:35]2)=[CH:28][CH:27]=1)([CH3:25])([CH3:24])[CH3:23].O>CN(C)C=O.[Cu](I)I.C1C=CC([P]([Pd]([P](C2C=CC=CC=2)(C2C=CC=CC=2)C2C=CC=CC=2)([P](C2C=CC=CC=2)(C2C=CC=CC=2)C2C=CC=CC=2)[P](C2C=CC=CC=2)(C2C=CC=CC=2)C2C=CC=CC=2)(C2C=CC=CC=2)C2C=CC=CC=2)=CC=1.C(OCC)(=O)C>[C:22]([C:26]1[CH:31]=[CH:30][C:29](/[C:32](/[C:2]2[CH:3]=[CH:4][C:5]([O:18][CH3:19])=[C:6]([O:8][CH2:9][C:10]3[CH:15]=[CH:14][C:13]([O:16][CH3:17])=[CH:12][CH:11]=3)[N:7]=2)=[CH:33]\[C@@H:34]2[N:38]([CH2:39][C:40]3[CH:45]=[CH:44][C:43]([O:46][CH3:47])=[CH:42][C:41]=3[O:48][CH3:49])[C:37](=[O:50])[CH2:36][CH2:35]2)=[CH:28][CH:27]=1)([CH3:25])([CH3:23])[CH3:24] |f:1.2,^1:76,78,97,116|. Procedure: 6-Iodo-3-methoxy-2-[(4-methoxybenzyl)oxy]pyridine obtained in Reference Example 4-33 (657 mg), cesium fluoride (269 mg), copper iodide (185 mg) and tetrakis(triphenylphosphine)palladium(0) (102 mg) were added to a solution of (5R)-5-[(E)-2-(4-tert-butylphenyl)-2-(tributylstannyl)ethenyl]-1-(2,4-dimethoxybenzyl)pyrrolidin-2-one obtained in Reference Example 4-26 (604 mg) in N,N-dimethylformamide (6 mL), and the mixture was stirred at 65° C. for 1.5 hours. Water and ethyl acetate were added to the... The reactants are C(C)#N (acetonitrile), ClC1=CC=C2C=CC(=NC2=N1)N1C(C2=CC=CC=C2C1OC(=O)OC1=CC=CC=C1)=O (2-(7-chloro-1,8-naphthyridin-2-yl)-3-phenoxycarbonyloxy-1-isoindolinone). The product is C(CC=C)N1CCNCC1 (1-(but-3-en-1-yl)-piperazine), 3-[4-(but-3-en-1-yl)-1-piperazinyl]-carbonyloxy-2-(7-chloro-1,8-naphthyridin-2-yl)-1-isoindolinone. As a reaction SMILES: ClC1N=C2C(C=[CH:7][C:8]([N:12]3[CH:20](OC(OC4C=CC=CC=4)=O)[C:19]4[C:14](=CC=[CH:17][CH:18]=4)[C:13]3=O)=N2)=CC=1.C(#[N:34])C>>[CH2:20]([N:12]1[CH2:8][CH2:7][NH:34][CH2:14][CH2:13]1)[CH2:19][CH:18]=[CH2:17]. Procedure details: Following the procedure of Example 36 but starting from 2-(7-chloro-1,8-naphthyridin-2-yl)-3-phenoxycarbonyloxy-1-isoindolinone (4.32 g.) and 1-(but-3-en-1-yl)-piperazine (7 g.) in acetonitrile (25 cc.), 3-[4-(but-3-en-1-yl)-1-piperazinyl]-carbonyloxy-2-(7-chloro-1,8-naphthyridin-2-yl)-1-isoindolinone (1.4 g.) melting at 142° C is obtained. Starting materials: CC(C)Cn1c(CCl)c(-c2ccccc2)c2cc(Br)ccc2c1=O, CCO, N, C1CCOC1. Product: CC(C)Cn1c(CN)c(-c2ccccc2)c2cc(Br)ccc2c1=O. As a reaction SMILES: [Br:1][c:2]1[cH:3][c:4]2[c:5](-[c:19]3[cH:20][cH:21][cH:22][cH:23][cH:24]3)[c:6]([CH2:17][Cl:18])[n:7]([CH2:13][CH:14]([CH3:15])[CH3:16])[c:8](=[O:12])[c:9]2[cH:10][cH:11]1.[CH3:31][CH2:32][OH:33].[NH3:25].[O:26]1[CH2:27][CH2:28][CH2:29][CH2:30]1>>[Br:1][c:2]1[cH:3][c:4]2[c:5](-[c:19]3[cH:20][cH:21][cH:22][cH:23][cH:24]3)[c:6]([CH2:17][NH2:25])[n:7]([CH2:13][CH:14]([CH3:15])[CH3:16])[c:8](=[O:12])[c:9]2[cH:10][cH:11]1. Reactants: C1=CC=C(C=C1)N, C1=CN=C(C=C1Cl)Cl. Reagents/catalysts: C(=O)([O-])[O-].[Cs+].[Cs+], CC1(C2=C(C(=CC=C2)P(C3=CC=CC=C3)C4=CC=CC=C4)OC5=C1C=CC=C5P(C6=CC=CC=C6)C7=CC=CC=C7)C, CC(=O)O.CC(=O)O.[Pd]. The solvent is C1COCCO1. Run at temperature 100 celsius. The product is C1=CC=C(C=C1)NC2=NC=CC(=C2)Cl. Yield: 55.8%. Procedure details: diacetoxypalladium (0.303 g, 1.35 mmol) was added in one portion to a degassed mixture of 2,4-dichloropyridine (10 g, 67.57 mmol), aniline (6.29 g, 67.57 mmol), (9,9-dimethyl-9H-xanthene-4,5-diyl)bis(diphenylphosphine) (1.173 g, 2.03 mmol) and cesium carbonate (44.0 g, 135.14 mmol) in dioxane (250 mL) under argon. The resulting mixture was stirred at 100 °C for 24 hours. The mixture was then cooled to room temperature, filtered and concentrated to dryness to give the crude product. The crude pro... Starting materials: C(C)NC(C1=CC(=C(C=C1)[N+](=O)[O-])NC)=O (N-ethyl-3-(methylamino)-4-nitrobenzamide). Reagents/catalysts: [C].[Pd] (palladium-carbon). The solvent is C(C)O (ethanol). Reaction conditions: time 15 hour. The product is NC1=C(C=C(C(=O)NCC)C=C1)NC (4-amino-N-ethyl-3-(methylamino)benzamide). Yield: 112.0%. RXN SMILES: [CH2:1]([NH:3][C:4](=[O:16])[C:5]1[CH:10]=[CH:9][C:8]([N+:11]([O-])=O)=[C:7]([NH:14][CH3:15])[CH:6]=1)[CH3:2]>C(O)C.[C].[Pd]>[NH2:11][C:8]1[CH:9]=[CH:10][C:5]([C:4]([NH:3][CH2:1][CH3:2])=[O:16])=[CH:6][C:7]=1[NH:14][CH3:15] |f:2.3|. Procedure details: 10% palladium-carbon (containing 50% water, 500 mg) was added to a solution of N-ethyl-3-(methylamino)-4-nitrobenzamide (1.99 g) in ethanol (50 ml), followed by stirring at ambient pressure under a hydrogen atmosphere for 15 hours. The reaction solution was filtered with celite and the solvent was evaporated under reduced pressure to obtain 4-amino-N-ethyl-3-(methylamino)benzamide (1.93 g) as a light red-purple oily product.